This data is from the Open Reaction Database (ORD), a public repository of structured organic reaction records. The task is: describe an organic reaction: reactants, conditions, products, and yield Reactants: Cl.O1CCN(C2=C1C=CC=C2)N (2,3-Dihydro-4H-1,4-benzoxazin-4-amine hydrochloride), FC(C(=O)N1CC(C(CC1)=O)C)(F)F (1-trifluoroacetyl-3-methylpiperidin-4-one), [BH4-].[Na+] (NaBH4). Run in CC(C)O (2-propanol). Yields the product FC(C(=O)N1CC2(C(N3C4=C(C=CC=C24)OCC3)CC1)C)(F)F (8-trifluoroacetyl-6b-methyl-1,2,6b,7,8,9,10,10a-octahydro[1,4]oxazino[2,3,4-hi]pyrido[4,3-b]indole). Yield: 89.7%. RXN SMILES: Cl.[O:2]1[C:7]2[CH:8]=[CH:9][CH:10]=[CH:11][C:6]=2[N:5](N)[CH2:4][CH2:3]1.[F:13][C:14]([F:26])([F:25])[C:15]([N:17]1[CH2:22][CH2:21][C:20](=O)[CH:19]([CH3:24])[CH2:18]1)=[O:16].[BH4-].[Na+]>CC(O)C>[F:26][C:14]([F:13])([F:25])[C:15]([N:17]1[CH2:22][CH2:21][CH:20]2[N:5]3[CH2:4][CH2:3][O:2][C:7]4[CH:8]=[CH:9][CH:10]=[C:11]([C:6]3=4)[C:19]2([CH3:24])[CH2:18]1)=[O:16] |f:0.1,3.4|. Procedure: 2,3-Dihydro-4H-1,4-benzoxazin-4-amine hydrochloride (0.0830 g, 0.444 mmol) and 1-trifluoroacetyl-3-methylpiperidin-4-one (0.0929 g, 0.444 mmol) were combined in 2-propanol (3.75 mL) and stirred at reflux for 3.75 hours under N2. The reaction mixture was cooled to room temperature, NaBH4 (0.0523 g, 1.38 mmol) was added and the reaction mixture was refluxed for 1 hour under N2. The cooled reaction mixture was quenched with CH3OH (2 mL) and partitioned between CH2Cl2 and H2O. The layers were separa...